This data is from the Open Reaction Database (ORD), a public repository of structured organic reaction records. The task is: describe an organic reaction: reactants, conditions, products, and yield Reactants: ClC=1C=CC=C2CCCC(C12)=O (8-chloro-3,4-dihydronaphthalen-1(2H)-one), [BH4-].[Na+] (sodium borohydride). The solvent is CO (MeOH), CO (MeOH). Run at time 1.5 hour. Product: ClC=1C=CC=C2CCCC(C12)O (8-Chloro-1,2,3,4-tetrahydronaphthalen-1-ol). RXN SMILES: [Cl:1][C:2]1[CH:3]=[CH:4][CH:5]=[C:6]2[C:11]=1[C:10](=[O:12])[CH2:9][CH2:8][CH2:7]2.[BH4-].[Na+]>CO>[Cl:1][C:2]1[CH:3]=[CH:4][CH:5]=[C:6]2[C:11]=1[CH:10]([OH:12])[CH2:9][CH2:8][CH2:7]2 |f:1.2|. Procedure: A solution of 8-chloro-3,4-dihydronaphthalen-1(2H)-one (1.26 mmol) in MeOH (4 mL) at 0° C. was quickly charged with a solution of sodium borohydride (3.23 mmol, 2.5 eq) in MeOH (2 mL). The reaction was stirred for 1.5 h from 0° C. to ambient temperature. The reaction was quenched with water and extracted with ether. All organic layers were combined and dried over anhydrous Na2SO4, filtered, and concentrated in vacuo. The crude was dissolved in minimal CH2Cl2 and was purified by two rounds of pTL... The reactants are CC(=O)OC(C)=O, CCOC(C)=O, COc1ccccc1C(=O)NCC1(c2ccccc2)CCNCC1, c1ccncc1. Yields the product COc1ccccc1C(=O)NCC1(c2ccccc2)CCN(C(C)=O)CC1. Reaction SMILES: [CH3:31][C:32](=[O:33])[O:34][C:35](=[O:36])[CH3:37].[CH3:38][CH2:39][O:40][C:41](=[O:42])[CH3:43].[c:1]1([C:7]2([CH2:13][NH:14][C:15](=[O:16])[c:17]3[c:18]([O:23][CH3:24])[cH:19][cH:20][cH:21][cH:22]3)[CH2:8][CH2:9][NH:10][CH2:11][CH2:12]2)[cH:2][cH:3][cH:4][cH:5][cH:6]1.[cH:25]1[cH:26][cH:27][n:28][cH:29][cH:30]1>>[c:1]1([C:7]2([CH2:13][NH:14][C:15](=[O:16])[c:17]3[c:18]([O:23][CH3:24])[cH:19][cH:20][cH:21][cH:22]3)[CH2:8][CH2:9][N:10]([C:32]([CH3:31])=[O:33])[CH2:11][CH2:12]2)[cH:2][cH:3][cH:4][cH:5][cH:6]1.